This data is from the Open Reaction Database (ORD), a public repository of structured organic reaction records. The task is: describe an organic reaction: reactants, conditions, products, and yield Reactants: C(=O)(Cl)Cl (phosgene), solution, C(C1=CC=CC=C1)OC([C@@H](CC(C)C)N)=O ((R)-2-amino-4-methyl-pentanoic acid benzyl ester), N1=CC=CC=C1 (pyridine), C(Cl)Cl (CH2Cl2), hexamethyleneimine. Run in C1(=CC=CC=C1)C (toluene), C(Cl)(Cl)Cl (CHCl3). Run at temperature 0 celsius, time 2 hour. Product: C(C1=CC=CC=C1)OC([C@@H](CC(C)C)NC(=O)N1CCCCCC1)=O ((R)-2-[(Azepane-1-carbonyl)-amino]-4-methyl-pentanoic acid benzyl ester). Yield: 68.0%. Reaction SMILES: [CH2:1]([O:8][C:9](=[O:16])[C@H:10]([NH2:15])[CH2:11][CH:12]([CH3:14])[CH3:13])[C:2]1[CH:7]=[CH:6][CH:5]=[CH:4][CH:3]=1.[N:17]1[CH:22]=[CH:21][CH:20]=[CH:19][CH:18]=1.[C:23](Cl)(Cl)=[O:24].[CH2:27](Cl)Cl>C1(C)C=CC=CC=1.C(Cl)(Cl)Cl>[CH2:1]([O:8][C:9](=[O:16])[C@H:10]([NH:15][C:23]([N:17]1[CH2:22][CH2:21][CH2:20][CH2:19][CH2:18][CH2:27]1)=[O:24])[CH2:11][CH:12]([CH3:13])[CH3:14])[C:2]1[CH:7]=[CH:6][CH:5]=[CH:4][CH:3]=1. Procedure details: A solution of (R)-2-amino-4-methyl-pentanoic acid benzyl ester (14.1 g, 63.6 mmol) and pyridine (25 mL, 0.31 mmol) in 400 mL of CH2Cl2 was cooled to 0° C. and treated rapidly with phosgene (40 mL of a 1.9 M solution in toluene) in one portion. The resulting solution was stirred at 0° C. for 2 hours and then treated with hexamethyleneimine (9.3 mL, 82.7 mmol) in CHCl3 (25 mL). The resulting solution was warmed to room temperature and concentrated. The residue was dissolved in ether and washed wit... Starting materials: O=C(C=Cc1ccc2c(c1)OCO2)CN1CCOCC1, CO, O. The product is OC(C=Cc1ccc2c(c1)OCO2)CN1CCOCC1. Reaction SMILES: [CH2:1]1[O:2][c:3]2[cH:4][c:5]([CH:10]=[CH:11][C:12]([CH2:13][N:14]3[CH2:15][CH2:16][O:17][CH2:18][CH2:19]3)=[O:20])[cH:6][cH:7][c:8]2[O:9]1.[CH3:22][OH:23].[OH2:21]>>[CH2:1]1[O:2][c:3]2[cH:4][c:5]([CH:10]=[CH:11][CH:12]([CH2:13][N:14]3[CH2:15][CH2:16][O:17][CH2:18][CH2:19]3)[OH:20])[cH:6][cH:7][c:8]2[O:9]1.